From a dataset of the Open Reaction Database (ORD), a public repository of structured organic reaction records. describe an organic reaction: reactants, conditions, products, and yield Reactants: N(C(=N)N)C1=NC=CC2=CC=C(C=C12)S(N)(=O)=O (1-Guanidino-7-sulphamoylisoquinoline), Cl (HCl). Solvent: C(C)O (ethanol). Reaction conditions: time 1 hour. Yields the product Cl.Cl.N(C(=N)N)C1=NC=CC2=CC=C(C=C12)S(N)(=O)=O (1-guanidino-7-sulphamoylisoquinoline dihydrochloride). As a reaction SMILES: [NH:1]([C:5]1[C:14]2[C:9](=[CH:10][CH:11]=[C:12]([S:15](=[O:18])(=[O:17])[NH2:16])[CH:13]=2)[CH:8]=[CH:7][N:6]=1)[C:2]([NH2:4])=[NH:3].[ClH:19]>C(O)C>[ClH:19].[ClH:19].[NH:1]([C:5]1[C:14]2[C:9](=[CH:10][CH:11]=[C:12]([S:15](=[O:17])(=[O:18])[NH2:16])[CH:13]=2)[CH:8]=[CH:7][N:6]=1)[C:2]([NH2:4])=[NH:3] |f:3.4.5|. Reported procedure: 1-Guanidino-7-sulphamoylisoquinoline (12 mg, 0.045 mmol) was dissolved in a solution of ethanol saturated with HCl gas (1.0 mL) and the mixture was stirred at room temperature for 1 hour. The solvents were evaporated in vacuo and the residue was azeotroped with dichloromethane (CH2Cl2) to give 1-guanidino-7-sulphamoylisoquinoline dihydrochloride (13 mg, 0.043 mmol) as a white solid. Reactants: N(=O)[O-].[Na+] (sodium nitrite), CSC(CC(C)=O)=O (3-oxothiobutyric acid-S-methyl ester), S(O)(O)(=O)=O (sulfuric acid), S(=O)(=O)(OC)OC (dimethyl sulfate), C([O-])([O-])=O.[Na+].[Na+] (sodium carbonate). The solvent is C(C)(=O)OCC (ethyl acetate), CO (methanol), O (water), C(C)(=O)OCC (ethyl acetate), aqueous solution. Conditions: time 30 minute. Product: CSC(C(C(C)=O)=NOC)=O (2-methoxyimino-3-oxothiobutyric acid-S-methyl ester). Yield: 68.9%. RXN SMILES: [N:1]([O-:3])=O.[Na+].[CH3:5][S:6][C:7](=[O:12])[CH2:8][C:9](=[O:11])[CH3:10].S(=O)(=O)(O)O.[C:18](=O)([O-])[O-].[Na+].[Na+].S(OC)(OC)(=O)=O>C(OCC)(=O)C.CO.O>[CH3:5][S:6][C:7](=[O:12])[C:8](=[N:1][O:3][CH3:18])[C:9](=[O:11])[CH3:10] |f:0.1,4.5.6|. Procedure details: To 330 ml of water were added 38.0 g of sodium nitrite and 66.1 g of 3-oxothiobutyric acid-S-methyl ester, and 210 ml of 4N sulfuric acid was added dropwise to the resulting mixture with stirring at 5°-8° C. over a period of 30 minutes. After completion of the dropwise addition, the resulting mixture was subjected to reaction at the same temperature for 30 minutes, and the reaction mixture was introduced into 500 ml of ethyl acetate. The organic layer was separated, washed with 500 ml of water a... Starting materials: B, NC(CCOCc1ccccc1)C(=O)O, C1CCOC1, C1CCOC1. Yields the product NC(CO)CCOCc1ccccc1. RXN SMILES: [BH3:6].[CH2:7]([c:8]1[cH:9][cH:10][cH:11][cH:12][cH:13]1)[O:14][CH2:15][CH2:16][CH:17]([NH2:18])[C:19](=[O:20])[OH:21].[O:1]1[CH2:2][CH2:3][CH2:4][CH2:5]1.[O:22]1[CH2:23][CH2:24][CH2:25][CH2:26]1>>[CH2:7]([c:8]1[cH:9][cH:10][cH:11][cH:12][cH:13]1)[O:14][CH2:15][CH2:16][CH:17]([NH2:18])[CH2:19][OH:20]. Reactants: C1=CC=CC=2C3=CC=CC=C3NC12 (Carbazole), BrC1=CC=CC=C1 (bromobenzene), C([O-])([O-])=O.[Na+].[Na+] (sodium carbonate), C1(=CC=CC=C1)C (toluene). Run in C(C)N(CC)CC (triethylamine), C(C)#N.O (acetonitrile water), C(C)(=O)O (acetic acid), O (water). Conditions: temperature 52.5 celsius, time 1 hour. Reported procedure: Carbazole was mixed in an amount of 16.47 g (98.52 mmol) with 31.0 g (197.04 mmol) of bromobenzene, 10.44 g (98.52 mmol) of sodium carbonate, 0.4 g (8.0 mmol) of copper-(I) chloride, and 3.0 g (8.0 mmol) of tetraphenylphosphonium chloride. This mixture was reacted at 115-125° C. for 2 hours in a nitrogen stream. After the reaction, 50 mL of toluene and 100 mL of water were added and the resultant mixture was subjected to liquid separation. Thereafter, the organic layer was washed with water and ... The reagents and catalysts are [Cl-].C1(=CC=CC=C1)[P+](C1=CC=CC=C1)(C1=CC=CC=C1)C1=CC=CC=C1 (tetraphenylphosphonium chloride), [Cu]Cl (copper-(I) chloride). RXN SMILES: [CH:1]1[C:13]2[NH:12][C:11]3[C:6](=[CH:7][CH:8]=[CH:9][CH:10]=3)[C:5]=2[CH:4]=[CH:3][CH:2]=1.Br[C:15]1[CH:20]=[CH:19][CH:18]=[CH:17][CH:16]=1.C(=O)([O-])[O-].[Na+].[Na+].C1(C)C=CC=CC=1>[Cl-].C1([P+](C2C=CC=CC=2)(C2C=CC=CC=2)C2C=CC=CC=2)C=CC=CC=1.[Cu]Cl.C(O)(=O)C.C(N(CC)CC)C.C(#N)C.O.O>[C:15]1([N:12]2[C:11]3[CH:10]=[CH:9][CH:8]=[CH:7][C:6]=3[C:5]3[C:13]2=[CH:1][CH:2]=[CH:3][CH:4]=3)[CH:20]=[CH:19][CH:18]=[CH:17][CH:16]=1 |f:2.3.4,6.7,11.12|. Product: C1(=CC=CC=C1)N1C2=CC=CC=C2C=2C=CC=CC12 (9-Phenylcarbazole). Isolated yield 34.3%. Run in CN(C)C=O (DMF). Product: NC=1C=C2CN(CC2=CC1)C1=C(C=C2C(C(=CN(C2=C1F)C1=CC=C(C=C1)F)C(=O)O)=O)F (7-(5-amino-2-isoindolinyl)-1-(4-fluorophenyl)-6,8-difluoro-1,4-dihydro-4-oxoquinoline-3-carboxylic acid). RXN SMILES: [F:1][C:2]1[CH:7]=[CH:6][C:5]([N:8]2[C:17]3[C:12](=[CH:13][C:14]([F:20])=[C:15](F)[C:16]=3[F:18])[C:11](=[O:21])[C:10]([C:22]([OH:24])=[O:23])=[CH:9]2)=[CH:4][CH:3]=1.[NH2:25][C:26]1[CH:27]=[C:28]2[C:32](=[CH:33][CH:34]=1)[CH2:31][NH:30][CH2:29]2.C1CCN2C(=NCCC2)CC1>CN(C=O)C>[NH2:25][C:26]1[CH:27]=[C:28]2[C:32](=[CH:33][CH:34]=1)[CH2:31][N:30]([C:15]1[C:16]([F:18])=[C:17]3[C:12]([C:11](=[O:21])[C:10]([C:22]([OH:24])=[O:23])=[CH:9][N:8]3[C:5]3[CH:6]=[CH:7][C:2]([F:1])=[CH:3][CH:4]=3)=[CH:13][C:14]=1[F:20])[CH2:29]2. Procedure details: 170 mg of 1-(4-fluorophenyl)-6,7,8-trifluoro-1,4- dihydro-4-oxoquinoline-3-carboxylic acid, 81 mg of 5-aminoisoindoline, 137 mg of DBU, and 1.5 ml of anhydrous DMF were processed in the same manner as in Example 20 to produce 78 mg of the target compound. Starting materials: FC1=CC=C(C=C1)N1C=C(C(C2=CC(=C(C(=C12)F)F)F)=O)C(=O)O (1-(4-fluorophenyl)-6,7,8-trifluoro-1,4- dihydro-4-oxoquinoline-3-carboxylic acid), NC=1C=C2CNCC2=CC1 (5-aminoisoindoline), C1CCC2=NCCCN2CC1 (DBU). The reactants are CC1=C(C(=NO1)C1=CC=CC=C1)C=1N=CN(C1)C1=CC=C(C(=O)O)C=C1 (4-[4-(5-methyl-3-phenyl-isoxazol-4-yl)-imidazol-1-yl]-benzoic acid), C1(CC1)N (cyclopropylamine). The product is C1(CC1)NC(C1=CC=C(C=C1)N1C=NC(=C1)C=1C(=NOC1C)C1=CC=CC=C1)=O (N-Cyclopropyl-4-[4-(5-methyl-3-phenyl-isoxazol-4-yl)-imidazol-1-yl]-benzamide). Isolated yield 12.0%. Reaction SMILES: [CH3:1][C:2]1[O:6][N:5]=[C:4]([C:7]2[CH:12]=[CH:11][CH:10]=[CH:9][CH:8]=2)[C:3]=1[C:13]1[N:14]=[CH:15][N:16]([C:18]2[CH:26]=[CH:25][C:21]([C:22](O)=[O:23])=[CH:20][CH:19]=2)[CH:17]=1.[CH:27]1([NH2:30])[CH2:29][CH2:28]1>>[CH:27]1([NH:30][C:22](=[O:23])[C:21]2[CH:20]=[CH:19][C:18]([N:16]3[CH:17]=[C:13]([C:3]4[C:4]([C:7]5[CH:8]=[CH:9][CH:10]=[CH:11][CH:12]=5)=[N:5][O:6][C:2]=4[CH3:1])[N:14]=[CH:15]3)=[CH:26][CH:25]=2)[CH2:29][CH2:28]1. Reported procedure: As described for Example 71c, 4-[4-(5-methyl-3-phenyl-isoxazol-4-yl)-imidazol-1-yl]-benzoic acid (100 mg, 0.29 mmol) was converted, using cyclopropylamine instead of cyclopropylmethylamine, to the title compound (14 mg, 12%) which was obtained as an off-white solid. MS: m/e=384.9 [M+H]+. Reactants: CCCc1nc2c(C)cc(-c3cn(C4CCCCCC4)cn3)cc2n1Cc1ccc(-c2ccccc2C(=O)OC(C)(C)C)cc1, ClCCl, O=C(O)C(F)(F)F. Yields the product CCCc1nc2c(C)cc(-c3cn(C4CCCCCC4)cn3)cc2n1Cc1ccc(-c2ccccc2C(=O)O)cc1. RXN SMILES: [CH2:1]([CH2:2][CH3:3])[c:4]1[n:5][c:6]2[c:7]([n:8]1[CH2:9][c:10]1[cH:11][cH:12][c:13](-[c:16]3[c:17]([C:22](=[O:23])[O:24][C:25]([CH3:26])([CH3:27])[CH3:28])[cH:18][cH:19][cH:20][cH:21]3)[cH:14][cH:15]1)[cH:29][c:30](-[c:34]1[n:35][cH:36][n:37]([CH:39]3[CH2:40][CH2:41][CH2:42][CH2:43][CH2:44][CH2:45]3)[cH:38]1)[cH:31][c:32]2[CH3:33].[CH2:53]([Cl:54])[Cl:55].[OH:46][C:47]([C:48]([F:49])([F:50])[F:51])=[O:52]>>[CH2:1]([CH2:2][CH3:3])[c:4]1[n:5][c:6]2[c:7]([n:8]1[CH2:9][c:10]1[cH:11][cH:12][c:13](-[c:16]3[c:17]([C:22](=[O:23])[OH:24])[cH:18][cH:19][cH:20][cH:21]3)[cH:14][cH:15]1)[cH:29][c:30](-[c:34]1[n:35][cH:36][n:37]([CH:39]3[CH2:40][CH2:41][CH2:42][CH2:43][CH2:44][CH2:45]3)[cH:38]1)[cH:31][c:32]2[CH3:33].